Dataset: the Open Reaction Database (ORD), a public repository of structured organic reaction records. Task: describe an organic reaction: reactants, conditions, products, and yield Starting materials: N#CC1(c2cc(F)cc(Br)c2F)CCOCC1, [K+], [OH-]. Product: NC(=O)C1(c2cc(F)cc(Br)c2F)CCOCC1. As a reaction SMILES: [Br:1][c:2]1[c:3]([F:17])[c:4]([C:9]2([C:15]#[N:16])[CH2:10][CH2:11][O:12][CH2:13][CH2:14]2)[cH:5][c:6]([F:8])[cH:7]1.[K+:19].[OH-:18]>>[Br:1][c:2]1[c:3]([F:17])[c:4]([C:9]2([C:15]([NH2:16])=[O:18])[CH2:10][CH2:11][O:12][CH2:13][CH2:14]2)[cH:5][c:6]([F:8])[cH:7]1.